This data is from the Open Reaction Database (ORD), a public repository of structured organic reaction records. The task is: describe an organic reaction: reactants, conditions, products, and yield Starting materials: CCOC(=O)c1ccc(B(O)O)cc1, Clc1ncccc1CN1CCNc2ncc(I)cc21. The product is CCOC(=O)c1ccc(-c2cnc3c(c2)N(Cc2cccnc2Cl)CCN3)cc1. RXN SMILES: [CH2:20]([CH3:21])[O:22][C:23](=[O:24])[c:25]1[cH:26][cH:27][c:28]([B:31]([OH:32])[OH:33])[cH:29][cH:30]1.[Cl:1][c:2]1[n:3][cH:4][cH:5][cH:6][c:7]1[CH2:8][N:9]1[c:10]2[c:11]([n:15][cH:16][c:17]([I:19])[cH:18]2)[NH:12][CH2:13][CH2:14]1>>[Cl:1][c:2]1[n:3][cH:4][cH:5][cH:6][c:7]1[CH2:8][N:9]1[c:10]2[c:11]([n:15][cH:16][c:17](-[c:28]3[cH:27][cH:26][c:25]([C:23]([O:22][CH2:20][CH3:21])=[O:24])[cH:30][cH:29]3)[cH:18]2)[NH:12][CH2:13][CH2:14]1. RXN SMILES: [CH3:1][C:2]([C:5]1[CH:6]=[C:7]([CH:11]=[C:12]([C:15]([CH3:18])([CH3:17])[CH3:16])[C:13]=1[OH:14])[C:8]([OH:10])=[O:9])([CH3:4])[CH3:3].[H-].[Na+].[CH3:21]I.Cl>O1CCCC1.CN(C)C=O.O>[CH3:4][C:2]([C:5]1[CH:6]=[C:7]([CH:11]=[C:12]([C:15]([CH3:18])([CH3:17])[CH3:16])[C:13]=1[O:14][CH3:21])[C:8]([OH:10])=[O:9])([CH3:1])[CH3:3] |f:1.2,5.6|. Reported procedure: To 50 g {200 mmol) of 3,5-bis(1,1-dimethylethyl)-4-hydroxy benzoic acid dissolved in 1.1 liters of a 10/1 tetrahydrofuran/dimethylformamide solution were added 24.0 g of a sodium hydride dispersion (60%, by weight, sodium hydride dispersed in mineral oil). The sodium hydride dispersion was added portionwise at a rate such that the reaction solution temperature was kept below 35° C. The resulting solution was stirred for 19 hours and then 28.4 g (220 mmol) of methyl iodide were added. The resulti... The product is 34.62, CC(C)(C)C=1C=C(C(=O)O)C=C(C1OC)C(C)(C)C (3,5-Bis(1,1-dimethylethyl)-4-methoxy-benzoic acid). Reaction conditions: time 19 hour. Solvent: O (water), 10/1, O1CCCC1.CN(C=O)C (tetrahydrofuran dimethylformamide). The reactants are [H-].[Na+] (sodium hydride), Cl (hydrochloric acid), CC(C)(C)C=1C=C(C(=O)O)C=C(C1O)C(C)(C)C (3,5-bis(1,1-dimethylethyl)-4-hydroxy benzoic acid), [H-].[Na+] (sodium hydride), [H-].[Na+] (sodium hydride), CI (methyl iodide). Starting materials: ClC1=CC=C(C=C1)C(N1CC(C1)=O)C1=CC=C(C=C1)Cl (1-[bis(4-chlorophenyl)methyl]azetidin-3-one), C(C)(C)N(C(C)C)CC (N,N-diisopropylethylamine), CS(=O)(=O)Cl (methanesulfonyl chloride), FC=1C=C(C=C(C1)F)CC#N (3,5-difluorophenylacetonitrile), C(CCC)[Li] (butyllithium). The reagents and catalysts are CN(C1=CC=NC=C1)C (4-dimethylaminopyridine). Run in C1CCOC1 (THF), CCOCC (ether), C1CCOC1 (THF). Conditions: temperature -78 celsius, time 30 minute. Product: ClC1=CC=C(C=C1)C(N1CC(C1)=C(C#N)C1=CC(=CC(=C1)F)F)C1=CC=C(C=C1)Cl ({1-[bis(4-chlorophenyl)methyl]azetidin-3-ylidene}(3,5-difluorophenyl)acetonitrile). RXN SMILES: [F:1][C:2]1[CH:3]=[C:4]([CH2:9][C:10]#[N:11])[CH:5]=[C:6]([F:8])[CH:7]=1.C([Li])CCC.[Cl:17][C:18]1[CH:23]=[CH:22][C:21]([CH:24]([C:30]2[CH:35]=[CH:34][C:33]([Cl:36])=[CH:32][CH:31]=2)[N:25]2[CH2:28][C:27](=O)[CH2:26]2)=[CH:20][CH:19]=1.C(N(CC)C(C)C)(C)C.CS(Cl)(=O)=O>C1COCC1.CN(C)C1C=CN=CC=1.CCOCC>[Cl:36][C:33]1[CH:34]=[CH:35][C:30]([CH:24]([C:21]2[CH:20]=[CH:19][C:18]([Cl:17])=[CH:23][CH:22]=2)[N:25]2[CH2:28][C:27](=[C:9]([C:4]3[CH:3]=[C:2]([F:1])[CH:7]=[C:6]([F:8])[CH:5]=3)[C:10]#[N:11])[CH2:26]2)=[CH:31][CH:32]=1. Procedure: To a solution of 540 mg (3.53 mmol) of 3,5-difluorophenylacetonitrile in 8 mL of THF a solution of 1.41 mL (3.53 mmol) of butyllithium (2.5M solution in hexanes) was added and it was stirred for 30 minutes at −78° C. Then a solution of 985 mg (3.21 mmol) of 1-[bis(4-chlorophenyl)methyl]azetidin-3-one (1) in THF was added and it was stirred for 3 h at −78° C. Then 510 mg (4.17 mmol) of 4-dimethylaminopyridine, 840 uL (4.82 mmol) of N,N-diisopropylethylamine and 558 uL (7.06 mmol) of methanesulfon... Reactants: N([C@@H](CC(OC(C)(C)C)=O)C(=O)O)C(=O)OCC1=CC=CC=C1 (Z-Asp(OtBu)-OH), CN1CCOCC1 (N-methyl-morpholine), ClC(=O)OCC(C)C (isobutyl chloroformate), N[C@@H](CC(C)C)C(=O)OCC1=CC=CC=C1 (H-Leu-OBzl). Run in C1CCOC1 (THF), C(C)N(CC)CC (triethylamine). Run at time 10 minute. Yields the product N([C@@H](CC(OC(C)(C)C)=O)C(=O)N[C@@H](CC(C)C)C(=O)OCC1=CC=CC=C1)C(=O)OCC1=CC=CC=C1 (Z-Asp(OtBu)-Leu-OBzl). Reaction SMILES: [NH:1]([C:14]([O:16][CH2:17][C:18]1[CH:23]=[CH:22][CH:21]=[CH:20][CH:19]=1)=[O:15])[C@H:2]([C:11]([OH:13])=O)[CH2:3][C:4](=[O:10])[O:5][C:6]([CH3:9])([CH3:8])[CH3:7].CN1CCOCC1.ClC(OCC(C)C)=O.[NH2:39][C@H:40]([C:45]([O:47][CH2:48][C:49]1[CH:54]=[CH:53][CH:52]=[CH:51][CH:50]=1)=[O:46])[CH2:41][CH:42]([CH3:44])[CH3:43]>C1COCC1.C(N(CC)CC)C>[NH:1]([C:14]([O:16][CH2:17][C:18]1[CH:23]=[CH:22][CH:21]=[CH:20][CH:19]=1)=[O:15])[C@H:2]([C:11]([NH:39][C@H:40]([C:45]([O:47][CH2:48][C:49]1[CH:54]=[CH:53][CH:52]=[CH:51][CH:50]=1)=[O:46])[CH2:41][CH:42]([CH3:44])[CH3:43])=[O:13])[CH2:3][C:4](=[O:10])[O:5][C:6]([CH3:7])([CH3:8])[CH3:9]. Procedure details: Z-Asp(OtBu)-OH (10.23 g) in THF (50 mL) was added N-methyl-morpholine (3.30 mL) and isobutyl chloroformate (3.90 mL) at −20° C. After 10 min, the reaction mixture was added to the solution of H-Leu-OBzl (11.81 g in 50 mL HCl3) at −20° C., followed by addition of triethylamine (4.18 mL); The resulting mixture was allowed to warm to room temp. After filtering off the salt, the filtrate was concentrated to an oil. The oil was dissolved in 100 mL of ethyl acetate; washed with 0.2 N HCl, 5% NaHCO3 an...